Dataset: the Open Reaction Database (ORD), a public repository of structured organic reaction records. Task: describe an organic reaction: reactants, conditions, products, and yield The reactants are COc1ccc(S(=O)(=O)N2CN(Cc3ccccc3)C(=O)CC2C(=O)OCc2ccccc2)cc1, CO. Yields the product COc1ccc(S(=O)(=O)N2CN(Cc3ccccc3)C(=O)CC2C(=O)O)cc1. Reaction SMILES: [CH2:1]([c:2]1[cH:3][cH:4][cH:5][cH:6][cH:7]1)[N:8]1[CH2:9][N:10]([S:25](=[O:26])(=[O:27])[c:28]2[cH:29][cH:30][c:31]([O:34][CH3:35])[cH:32][cH:33]2)[CH:11]([C:15](=[O:16])[O:17][CH2:18][c:19]2[cH:20][cH:21][cH:22][cH:23][cH:24]2)[CH2:12][C:13]1=[O:14].[CH3:36][OH:37]>>[CH2:1]([c:2]1[cH:3][cH:4][cH:5][cH:6][cH:7]1)[N:8]1[CH2:9][N:10]([S:25](=[O:26])(=[O:27])[c:28]2[cH:29][cH:30][c:31]([O:34][CH3:35])[cH:32][cH:33]2)[CH:11]([C:15](=[O:16])[OH:17])[CH2:12][C:13]1=[O:14]. Starting materials: COC([C@@H](N)C(C)C)=O ((L)-Valine methyl ester), OC[C@H](C(C)C)N ((1S)-1-(hydroxymethyl)-2-methylpropylamine), OCCN (2-hydroxyethylamine), C(C(C)C)=O (isobutyraldehyde). Yields the product C(C)(C)C1OC[C@@H](N1)C(C)C ((4S)-2,4diisopropyl-1,3-oxazolidine). RXN SMILES: [CH3:1][O:2][C:3](=O)[C@H:4]([CH:6]([CH3:8])[CH3:7])[NH2:5].O[CH2:11][C@@H:12](N)[CH:13](C)C.OCCN.C(=O)C(C)C>>[CH:12]([CH:1]1[NH:5][C@@H:4]([CH:6]([CH3:8])[CH3:7])[CH2:3][O:2]1)([CH3:13])[CH3:11]. Reported procedure: (L)-Valine methyl ester was reduced to (1S)-1-(hydroxymethyl)-2-methylpropylamine according to Method B1b, Step 2. The 2-hydroxyethylamine was reacted with isobutyraldehyde according to Method B4c, Step 1 to afford (4S)-2,4diisopropyl-1,3-oxazolidine. The oxazolidine was reduced according to Method B4c, Step 2 to give (1S)-1-(hydroxymethyl)-N-isobutyl-2-methylpropylamine. The substituted 2-hydroxyethylamine was reacted with SOCl2 according to Method B7b to give (1S)-1-(chloromethyl)-N-isobutyl-2... Starting materials: CCCCCCCCCCCCN(C)C(=O)Cn1cc(Cc2cnc(=O)n(CC(=O)OCC)c2)c(=O)nc1SCc1ccc(F)cc1, [Na+], C1COCCO1, [OH-], O. Product: CCCCCCCCCCCCN(C)C(=O)Cn1cc(Cc2cnc(=O)n(CC(=O)O)c2)c(=O)nc1SCc1ccc(F)cc1. As a reaction SMILES: [CH2:1]([CH2:2][CH2:3][CH2:4][CH2:5][CH2:6][CH2:7][CH2:8][CH2:9][CH2:10][CH2:11][CH3:12])[N:13]([CH3:14])[C:15](=[O:16])[CH2:17][n:18]1[c:19]([S:39][CH2:40][c:41]2[cH:42][cH:43][c:44]([F:47])[cH:45][cH:46]2)[n:20][c:21](=[O:38])[c:22]([CH2:24][c:25]2[cH:26][n:27][c:28](=[O:37])[n:29]([CH2:31][C:32](=[O:33])[O:34][CH2:35][CH3:36])[cH:30]2)[cH:23]1.[Na+:49].[O:50]1[CH2:51][CH2:52][O:53][CH2:54][CH2:55]1.[OH-:48].[OH2:56]>>[CH2:1]([CH2:2][CH2:3][CH2:4][CH2:5][CH2:6][CH2:7][CH2:8][CH2:9][CH2:10][CH2:11][CH3:12])[N:13]([CH3:14])[C:15](=[O:16])[CH2:17][n:18]1[c:19]([S:39][CH2:40][c:41]2[cH:42][cH:43][c:44]([F:47])[cH:45][cH:46]2)[n:20][c:21](=[O:38])[c:22]([CH2:24][c:25]2[cH:26][n:27][c:28](=[O:37])[n:29]([CH2:31][C:32](=[O:33])[OH:34])[cH:30]2)[cH:23]1. The reactants are C(C)(C)(C)OC(NC=1C=NC(=CC1C#CC[C@](CC(C)(C)C1=C(C=C(C=C1)Cl)S(=O)(=O)C)(C(F)(F)F)O)S(=O)(=O)C)=O ({4-[(S)-6-(4-chloro-2-methanesulfonylphenyl)-4-hydroxy-6-methyl-4-trifluoromethylhept-1-ynyl]-6-methanesulfonylpyridin-3-yl}carbamic acid tert-butyl ester), C1CCC2=NCCCN2CC1 (DBU), [Cl-].[NH4+] (ammonium chloride). The solvent is CO (methanol). Conditions: temperature 70 celsius. Product: ClC1=CC(=C(C=C1)C(C[C@@](C(F)(F)F)(O)CC1=CC=2C(=CN=C(C2)S(=O)(=O)C)N1)(C)C)S(=O)(=O)C ((R)-4-(4-chloro-2-methanesulfonylphenyl)-1,1,1-trifluoro-2-(5-methanesulfonyl-1H-pyrrolo[2,3-c]pyridin-2-ylmethyl)-4-methylpentan-2-ol). The yield is 99.5%. As a reaction SMILES: C(OC(=O)[NH:7][C:8]1[CH:9]=[N:10][C:11]([S:38]([CH3:41])(=[O:40])=[O:39])=[CH:12][C:13]=1[C:14]#[C:15][CH2:16][C@@:17]([OH:37])([C:33]([F:36])([F:35])[F:34])[CH2:18][C:19]([C:22]1[CH:27]=[CH:26][C:25]([Cl:28])=[CH:24][C:23]=1[S:29]([CH3:32])(=[O:31])=[O:30])([CH3:21])[CH3:20])(C)(C)C.C1CCN2C(=NCCC2)CC1.[Cl-].[NH4+]>CO>[Cl:28][C:25]1[CH:26]=[CH:27][C:22]([C:19]([CH3:21])([CH3:20])[CH2:18][C@:17]([CH2:16][C:15]2[NH:7][C:8]3=[CH:9][N:10]=[C:11]([S:38]([CH3:41])(=[O:40])=[O:39])[CH:12]=[C:13]3[CH:14]=2)([OH:37])[C:33]([F:36])([F:35])[F:34])=[C:23]([S:29]([CH3:32])(=[O:30])=[O:31])[CH:24]=1 |f:2.3|. Procedure: To a solution of the {4-[(S)-6-(4-chloro-2-methanesulfonylphenyl)-4-hydroxy-6-methyl-4-trifluoromethylhept-1-ynyl]-6-methanesulfonylpyridin-3-yl}carbamic acid tert-butyl ester (18.3 g, 28.0 mmol) in 200 mL of methanol was added DBU (12.5 mL, 84.0 mmol). The reaction was heated to 70° C. for 1.5 hours. The reaction was added to a solution of saturated aqueous ammonium chloride solution resulting in the precipitation of a white solid that was collected by vacuum filtration. The solid was washed wi... The reactants are O=S(=O)(c1ccccc1)n1ccc2c(Br)c(OCc3ccccc3)ccc21, CCCCC([Sn])=C(CCCC)CCCC, Cc1ccccc1, [O-][I+3]([O-])([O-])[O-], [Na+], O=[Os](=O)(=O)=O, C1COCCO1, O, Cl[Pd]Cl, c1ccc(P(c2ccccc2)c2ccccc2)cc1, c1ccc(P(c2ccccc2)c2ccccc2)cc1, Cc1cccc(C)n1. Yields the product O=Cc1c(OCc2ccccc2)ccc2c1ccn2S(=O)(=O)c1ccccc1. Reaction SMILES: [Br:1][c:2]1[c:3]2[cH:4][cH:5][n:6]([S:19](=[O:20])(=[O:21])[c:22]3[cH:23][cH:24][cH:25][cH:26][cH:27]3)[c:7]2[cH:8][cH:9][c:10]1[O:11][CH2:12][c:13]1[cH:14][cH:15][cH:16][cH:17][cH:18]1.[CH2:28]([C:29]([Sn:30])=[C:31]([CH2:32][CH2:33][CH2:34][CH3:35])[CH2:36][CH2:37][CH2:38][CH3:39])[CH2:40][CH2:41][CH3:42].[CH3:63][c:64]1[cH:65][cH:66][cH:67][cH:68][cH:69]1.[I+3:51]([O-:52])([O-:53])([O-:54])[O-:55].[Na+:56].[O:112]=[Os:113](=[O:114])(=[O:115])=[O:116].[O:57]1[CH2:58][CH2:62][O:61][CH2:60][CH2:59]1.[OH2:70].[Pd:71]([Cl:72])[Cl:73].[c:74]1([P:75]([c:76]2[cH:77][cH:78][cH:79][cH:80][cH:81]2)[c:82]2[cH:83][cH:84][cH:85][cH:86][cH:87]2)[cH:88][cH:89][cH:90][cH:91][cH:92]1.[c:93]1([P:94]([c:95]2[cH:96][cH:97][cH:98][cH:99][cH:100]2)[c:101]2[cH:102][cH:103][cH:104][cH:105][cH:106]2)[cH:107][cH:108][cH:109][cH:110][cH:111]1.[n:43]1[c:44]([CH3:45])[cH:46][cH:47][cH:48][c:49]1[CH3:50]>>[c:2]1([CH:58]=[O:57])[c:3]2[cH:4][cH:5][n:6]([S:19](=[O:20])(=[O:21])[c:22]3[cH:23][cH:24][cH:25][cH:26][cH:27]3)[c:7]2[cH:8][cH:9][c:10]1[O:11][CH2:12][c:13]1[cH:14][cH:15][cH:16][cH:17][cH:18]1. The reactants are C1=2C(=O)OC(NC1=CC=CC2)=O (isatoic anhydride), N1[C@@H](C(=O)O)CCC1 (D-proline). Product: C1CCN2[C@H]1C(NC1=C(C2=O)C=CC=C1)=O ((11aR)-1,2,3,10,11,11a-Hexahydro-5H-Pyrrolo[2,1-c][1,4]Benzodiazepin-5,11-Dione). Yield: 78.9%. Reaction SMILES: [C:1]12[C:7](=[CH:8][CH:9]=[CH:10][CH:11]=1)[NH:6][C:5](=[O:12])[O:4][C:2]2=O.[NH:13]1[CH2:20][CH2:19][CH2:18][C@@H:14]1C(O)=O>>[CH2:19]1[C@@H:20]2[C:5](=[O:12])[NH:6][C:7]3[CH:8]=[CH:9][CH:10]=[CH:11][C:1]=3[C:2](=[O:4])[N:13]2[CH2:14][CH2:18]1. Reported procedure: The same procedures used in the method B in Reference Example 19 were repeated except for the use of isatoic anhydride and D-proline to form the title compound. Yield 78.9%. Starting materials: [H-].[Na+] (sodium hydride), Cl.ClCC1=CN=C(N1CC1=C(C=CC=C1)Cl)SCCC (5-chloromethyl-1-(2-chlorophenyl)methyl-2-propylthio-1H-imidazole hydrochloride), C(CC(=O)OCC)(=O)OCC (diethyl malonate). The product is ClC1=C(C=CC=C1)CN1C(=NC=C1CC(C(=O)OCC)C(=O)OCC)SCCC (diethyl [1-{(2-chlorophenyl)methyl}-2-propylthio-1H-imidazol- 5-yl]methylmalonate). Isolated yield 49.7%. Conditions: time 1 hour. The solvent is CN(C=O)C (dimethylformamide), CN(C=O)C (dimethylformamide), CN(C=O)C (dimethylformamide). As a reaction SMILES: [H-].[Na+].[C:3]([O:11][CH2:12][CH3:13])(=[O:10])[CH2:4][C:5]([O:7][CH2:8][CH3:9])=[O:6].Cl.Cl[CH2:16][C:17]1[N:21]([CH2:22][C:23]2[CH:28]=[CH:27][CH:26]=[CH:25][C:24]=2[Cl:29])[C:20]([S:30][CH2:31][CH2:32][CH3:33])=[N:19][CH:18]=1>CN(C)C=O>[Cl:29][C:24]1[CH:25]=[CH:26][CH:27]=[CH:28][C:23]=1[CH2:22][N:21]1[C:17]([CH2:16][CH:4]([C:5]([O:7][CH2:8][CH3:9])=[O:6])[C:3]([O:11][CH2:12][CH3:13])=[O:10])=[CH:18][N:19]=[C:20]1[S:30][CH2:31][CH2:32][CH3:33] |f:0.1,3.4|. Procedure: To dry dimethylformamide (10 mL) under argon was added sodium hydride (0.14 g, 5.83 mmol) followed by diethyl malonate (0.92 g, 5.75 mmol) in dimethylformamide (2 mL) at 0° C. The mixture was stirred at ambient temperature for one hour. A solution of 5-chloromethyl-1-(2-chlorophenyl)methyl-2-propylthio-1H-imidazole hydrochloride (1.0 g, 2.84 mmol) in dimethylformamide (4 mL) was added over 5 minutes. The reaction mixture was stirred at 25° C. for 18 hours, then partitioned between water and meth... Reactants: Cl (HCl), FC(OC1=CC=C(C=C1)O)(F)F (4-(trifluoromethoxy)phenol), BrCCCCCCCCO (8-bromo-1-octanol), C(=O)([O-])[O-].[K+].[K+] (K2CO3). Solvent: CN(C=O)C (dimethylformamide). Run at temperature 80 celsius. The product is title compound, FC(OC1=CC=C(OCCCCCCCCO)C=C1)(F)F (8-(4-(trifluoromethoxy)-phenoxy)-1-octanol). As a reaction SMILES: [F:1][C:2]([F:12])([F:11])[O:3][C:4]1[CH:9]=[CH:8][C:7]([OH:10])=[CH:6][CH:5]=1.Br[CH2:14][CH2:15][CH2:16][CH2:17][CH2:18][CH2:19][CH2:20][CH2:21][OH:22].C([O-])([O-])=O.[K+].[K+].Cl>CN(C)C=O>[F:1][C:2]([F:11])([F:12])[O:3][C:4]1[CH:5]=[CH:6][C:7]([O:10][CH2:14][CH2:15][CH2:16][CH2:17][CH2:18][CH2:19][CH2:20][CH2:21][OH:22])=[CH:8][CH:9]=1 |f:2.3.4|. Procedure: A mixture of 5.0 g of 4-(trifluoromethoxy)phenol, 5.87 g of 8-bromo-1-octanol, and 7.76 g of K2CO3 in 56 ml of anhydrous dimethylformamide is stirred and heated at 80° C. for 16 hours. The reaction mixture is poured into dilute HCl solution and the mixture is extracted three times with ethyl acetate. The combined extracts are washed with brine and dried over MgSO4. After filtration and concentration, the crude product is purified by flash chromatography on silica gel, eluting with a 4:1 hexane/e... Starting materials: COC1=CC=C(C=C1)C=1N=CNC1C1=CC=C(C=C1)OC (4,5-Bis(4-methoxyphenyl)imidazole), BrCCCCCCCC(=O)OCC (ethyl 8-bromooctanoate). Yields the product C(C)OC(=O)CCCCCCCN1C=NC(=C1C1=CC=C(C=C1)OC)C1=CC=C(C=C1)OC (1-(7-ethoxycarbonyl-heptyl)-4,5-bis(4-methoxyphenyl)imidazole). The yield is 83.6%. Reaction SMILES: [CH3:1][O:2][C:3]1[CH:8]=[CH:7][C:6]([C:9]2[N:10]=[CH:11][NH:12][C:13]=2[C:14]2[CH:19]=[CH:18][C:17]([O:20][CH3:21])=[CH:16][CH:15]=2)=[CH:5][CH:4]=1.Br[CH2:23][CH2:24][CH2:25][CH2:26][CH2:27][CH2:28][CH2:29][C:30]([O:32][CH2:33][CH3:34])=[O:31]>>[CH2:33]([O:32][C:30]([CH2:29][CH2:28][CH2:27][CH2:26][CH2:25][CH2:24][CH2:23][N:12]1[C:13]([C:14]2[CH:19]=[CH:18][C:17]([O:20][CH3:21])=[CH:16][CH:15]=2)=[C:9]([C:6]2[CH:7]=[CH:8][C:3]([O:2][CH3:1])=[CH:4][CH:5]=2)[N:10]=[CH:11]1)=[O:31])[CH3:34]. Procedure details: 4,5-Bis(4-methoxyphenyl)imidazole (1.8 g) (J. Med. Chem., 1974, 17, 1182-8) and ethyl 8-bromooctanoate (3.2 g) were reacted in a method similar to Example 9. Column chromatography on silica gel eluted with a dichloro-methane:ethanol gradient gave 1-(7-ethoxycarbonyl-heptyl)-4,5-bis(4-methoxyphenyl)imidazole (2.42 g, 83%) as an oil. Found: C, 72.30; H, 7.72; N, 6.21%; C27H34N2O4 requires: C, 71.97; H, 7.61; N, 6.22%. Starting materials: CNC, CN(C(=O)Oc1ccc(Cl)cc1)c1ccc(OCCCCBr)cc1. Product: CN(C)CCCCOc1ccc(N(C)C(=O)Oc2ccc(Cl)cc2)cc1. RXN SMILES: [CH3:25][NH:26][CH3:27].[Cl:1][c:2]1[cH:3][cH:4][c:5]([O:8][C:9]([N:10]([CH3:11])[c:12]2[cH:13][cH:14][c:15]([O:18][CH2:19][CH2:20][CH2:21][CH2:22][Br:23])[cH:16][cH:17]2)=[O:24])[cH:6][cH:7]1>>[Cl:1][c:2]1[cH:3][cH:4][c:5]([O:8][C:9]([N:10]([CH3:11])[c:12]2[cH:13][cH:14][c:15]([O:18][CH2:19][CH2:20][CH2:21][CH2:22][N:26]([CH3:25])[CH3:27])[cH:16][cH:17]2)=[O:24])[cH:6][cH:7]1.